From a dataset of the Open Reaction Database (ORD), a public repository of structured organic reaction records. describe an organic reaction: reactants, conditions, products, and yield The reactants are O=C([O-])[O-], CON=C(C(=O)OC)c1ccc2ccccc2c1O, CO, Fc1ccccc1CCl, [K+], [K+]. Yields the product CON=C(C(=O)OC)c1ccc2ccccc2c1OCc1ccccc1F. Reaction SMILES: [C:29](=[O:30])([O-:31])[O-:32].[CH3:1][O:2][N:3]=[C:4]([C:5](=[O:6])[O:7][CH3:8])[c:9]1[c:10]([OH:19])[c:11]2[cH:12][cH:13][cH:14][cH:15][c:16]2[cH:17][cH:18]1.[CH3:35][OH:36].[F:20][c:21]1[c:22]([CH2:23][Cl:24])[cH:25][cH:26][cH:27][cH:28]1.[K+:33].[K+:34]>>[CH3:1][O:2][N:3]=[C:4]([C:5](=[O:6])[O:7][CH3:8])[c:9]1[c:10]([O:19][CH2:23][c:22]2[c:21]([F:20])[cH:28][cH:27][cH:26][cH:25]2)[c:11]2[cH:12][cH:13][cH:14][cH:15][c:16]2[cH:17][cH:18]1. Starting materials: ClC1=NC(=C(C(=C1C#N)C1=CN=CS1)C#N)SCC=1N=C(OC1)C1=CC=C(C=C1)Cl (2-chloro-6-({[2-(4-chlorophenyl)-1,3-oxazol-4-yl]methyl}sulfanyl)-4-(1,3-thiazol-5-yl)pyridine-3,5-dicarbonitrile), Cl.N1CC(C1)O (azetidin-3-ol hydrochloride), C(C)N(C(C)C)C(C)C (N-ethyl-N-(1-methylethyl)propan-2-amine). The solvent is C1CCOC1 (THF). Run at time 2 hour. Product: ClC1=CC=C(C=C1)C=1OC=C(N1)CSC1=NC(=C(C(=C1C#N)C1=CN=CS1)C#N)N1CC(C1)O (2-([2-(4-Chlorophenyl)-1,3-oxazol-4-yl]methylsulfanyl)-6-(3-hydroxyazetidin-1-yl)-4-(1,3-thiazol-5-yl)pyridine-3,5-dicarbonitrile). RXN SMILES: Cl[C:2]1[C:7]([C:8]#[N:9])=[C:6]([C:10]2[S:14][CH:13]=[N:12][CH:11]=2)[C:5]([C:15]#[N:16])=[C:4]([S:17][CH2:18][C:19]2[N:20]=[C:21]([C:24]3[CH:29]=[CH:28][C:27]([Cl:30])=[CH:26][CH:25]=3)[O:22][CH:23]=2)[N:3]=1.Cl.[NH:32]1[CH2:35][CH:34]([OH:36])[CH2:33]1.C(N(C(C)C)C(C)C)C>C1COCC1>[Cl:30][C:27]1[CH:28]=[CH:29][C:24]([C:21]2[O:22][CH:23]=[C:19]([CH2:18][S:17][C:4]3[C:5]([C:15]#[N:16])=[C:6]([C:10]4[S:14][CH:13]=[N:12][CH:11]=4)[C:7]([C:8]#[N:9])=[C:2]([N:32]4[CH2:35][CH:34]([OH:36])[CH2:33]4)[N:3]=3)[N:20]=2)=[CH:25][CH:26]=1 |f:1.2|. Procedure details: 80 mg (0.170 mmol) of 2-chloro-6-({[2-(4-chlorophenyl)-1,3-oxazol-4-yl]methyl}sulfanyl)-4-(1,3-thiazol-5-yl)pyridine-3,5-dicarbonitrile, together with 37 mg (0.340 mmol) of azetidin-3-ol hydrochloride and 44 mg (0.340 mmol) of N-ethyl-N-(1-methylethyl)propan-2-amine, were dissolved in 1 ml of THF. The mixture was stirred at room temperature for two hours, and the product was then purified by preparative HPLC (acetonitrile/water: 10:90→95:5, 0.1% TFA added). This gave 40 mg (46% of theory) of the... As a reaction SMILES: S(=O)(=O)(O)O.[NH2:6][C:7]1[CH:24]=[C:23]([O:25][CH3:26])[C:22]([O:27][CH3:28])=[CH:21][C:8]=1[C:9]([C:11]1[CH:16]=[CH:15][C:14]([O:17][CH3:18])=[C:13]([O:19][CH3:20])[CH:12]=1)=O.[N:29]1([CH2:34][CH2:35][CH2:36][C:37](=O)[CH2:38][C:39]([O:41][CH2:42][CH3:43])=[O:40])[CH:33]=[CH:32][N:31]=[CH:30]1>C(O)(=O)C>[CH3:28][O:27][C:22]1[CH:21]=[C:8]2[C:7](=[CH:24][C:23]=1[O:25][CH3:26])[N:6]=[C:37]([CH2:36][CH2:35][CH2:34][N:29]1[CH:33]=[CH:32][N:31]=[CH:30]1)[C:38]([C:39]([O:41][CH2:42][CH3:43])=[O:40])=[C:9]2[C:11]1[CH:16]=[CH:15][C:14]([O:17][CH3:18])=[C:13]([O:19][CH3:20])[CH:12]=1. Reactants: S(O)(O)(=O)=O (sulfuric acid), NC1=C(C(=O)C2=CC(=C(C=C2)OC)OC)C=C(C(=C1)OC)OC (2-amino-4,5,3',4'-tetramethoxybenzophenone), N1(C=NC=C1)CCCC(CC(=O)OCC)=O (ethyl 6-(1-imidazolyl)-3-oxohexanoate). Run in C(C)(=O)O (acetic acid). The product is COC=1C=C2C(=C(C(=NC2=CC1OC)CCCN1C=NC=C1)C(=O)OCC)C1=CC(=C(C=C1)OC)OC (ethyl 6,7-dimethoxy-4-(3,4-dimethoxyphenyl)-2-[3-(1-imidazolyl)propyl]quinoline-3-carboxylate). The yield is 43.0%. Procedure details: Conc. sulfuric acid (0.03 ml) was added to a mixture of 2-amino-4,5,3',4'-tetramethoxybenzophenone (453 mg), ethyl 6-(1-imidazolyl)-3-oxohexanoate (320 mg) and acetic acid (5 ml), and the mixture was stirred at 100° C. for 2 hours. The reaction mixture was concentrated under reduced pressure. The residue was poured into water, and the mixture was made alkaline with 2N sodium hydroxide and extracted with chloroform. The chloroform layer was washed with water and dried over magnesium sulfate, and ... Reaction conditions: temperature 100 celsius, time 2 hour. Starting materials: C1=CC2=C(C=C1C=O)OCO2 (Piperonal), [I-].[Na+] (sodium iodide), C[Si](Cl)(C)C (trimethylchlorosilane), C(CC(=O)C)(=O)OCC (ethyl acetoacetate). Solvent: CCOCC (ether), O (water), C(C)#N (acetonitrile), C(C)#N (acetonitrile). Conditions: temperature 2.5 celsius, time 5 hour. Yields the product C(C)OC(C(C(C)=O)CC1=CC2=C(OCO2)C=C1)=O (2-Benzo[1,3]dioxol-5-ylmethyl-3-oxo-butyric acid ethyl ester). Yield: 32.9%. Reaction SMILES: [I-].[Na+].C[Si](C)(C)Cl.[C:8]([O:14][CH2:15][CH3:16])(=[O:13])[CH2:9][C:10]([CH3:12])=[O:11].[CH:17]1[C:22]([CH:23]=O)=[CH:21][C:20]2[O:25][CH2:26][O:27][C:19]=2[CH:18]=1>C(#N)C.CCOCC.O>[CH2:15]([O:14][C:8](=[O:13])[CH:9]([CH2:23][C:22]1[CH:17]=[CH:18][C:19]2[O:27][CH2:26][O:25][C:20]=2[CH:21]=1)[C:10](=[O:11])[CH3:12])[CH3:16] |f:0.1|. Reported procedure: To a solution of 117.2 g sodium iodide in 700 ml of acetonitrile, first 85.9 g trimethylchlorosilane and then 20.56 g ethyl acetoacetate were dropped in at room temperature. After cooling down to 0-5° C., a solution of 23.65 g Piperonal in 50 ml of acetonitrile was dropped in. Then the mixture was stirred at room temperature for 5 hours and then at 60° C. overnight. After the mixture was cooled down to room temperature it was diluted with ether and water. The organic phase was separated and wash...